From a dataset of the Open Reaction Database (ORD), a public repository of structured organic reaction records. describe an organic reaction: reactants, conditions, products, and yield Reactants: [OH-].[Na+] (sodium hydroxide), CN1CCN(CC1)C(C#N)C (2-(4-Methyl-1-piperazinyl)propionitrile), CCOCC (ether), CCOCC (ether), [H-].[Al+3].[Li+].[H-].[H-].[H-] (lithium aluminum hydride). Solvent: O (water), O (water). Product: CN1CCN(CC1)C(CN)C (2-(4-methyl-1-piperazinyl)propylamine). RXN SMILES: [CH3:1][N:2]1[CH2:7][CH2:6][N:5]([CH:8]([CH3:11])[C:9]#[N:10])[CH2:4][CH2:3]1.CCOCC.[H-].[Al+3].[Li+].[H-].[H-].[H-].[OH-].[Na+]>O>[CH3:1][N:2]1[CH2:7][CH2:6][N:5]([CH:8]([CH3:11])[CH2:9][NH2:10])[CH2:4][CH2:3]1 |f:2.3.4.5.6.7,8.9|. Procedure: 2-(4-Methyl-1-piperazinyl)propionitrile (38.3 g.) in 50 ml. of dry ether is added in a dropwise manner to a stirred solution of 19 g. of lithium aluminum hydride in 600 ml. of dry ether. The resulting mixture is heated at reflux for 1 hour, cooled and treated in sequence with 10 ml. of water, 7.5 ml. of 20% aqueous sodium hydroxide, and 35 ml. of water. The mixture is filtered and the filtrate is evaporated. The residue is fractionated at reduced pressure to give 2-(4-methyl-1-piperazinyl)propyl... Starting materials: N1=C(C=NC=C1)C(=O)O (pyrazine-2-carboxylic acid), C(C)C(CNCC(CCCC)CC)CCCC (bis(2-ethylhexyl)amine), amine. The reagents and catalysts are [Hg] (mercury). Yields the product C(C)C(CN(C(=O)C1=NC=CN=C1)CC(CCCC)CC)CCCC (N,N-bis(2'-ethylhexyl)pyrazine-2-carboxamide). RXN SMILES: [N:1]1[CH:6]=[CH:5][N:4]=[CH:3][C:2]=1[C:7]([OH:9])=O.[CH2:10]([CH:12]([CH2:23][CH2:24][CH2:25][CH3:26])[CH2:13][NH:14][CH2:15][CH:16]([CH2:21][CH3:22])[CH2:17][CH2:18][CH2:19][CH3:20])[CH3:11]>[Hg]>[CH2:21]([CH:16]([CH2:17][CH2:18][CH2:19][CH3:20])[CH2:15][N:14]([CH2:13][CH:12]([CH2:10][CH3:11])[CH2:23][CH2:24][CH2:25][CH3:26])[C:7]([C:2]1[CH:3]=[N:4][CH:5]=[CH:6][N:1]=1)=[O:9])[CH3:22]. Procedure: N,N-bis(2'-ethylhexyl)pyrazine-2-carboxamide was prepared from pyrazine-2-carboxylic acid and bis(2-ethylhexyl)amine by the general method of Example 5, the amine being used in place of the alcohol. The compound had a boiling range of 155° to 160° C. at 0.2 mm pressure of mercury. Starting materials: C(C)(=O)C1=C(C(=C(C(=C1O)C)C)O)C (acetyl-trimethylhydroquinone), COC(C(C)=O)OC (1,1-dimethoxy-propan-2-one), N1CCCC1 (pyrrolidine). The solvent is C1(=CC=CC=C1)C (toluene). Yields the product COC(C1(OC2=C(C(=C(C(=C2C(C1)=O)C)O)C)C)C)OC (2-(dimethoxymethyl)-6-hydroxy-2,5,7,8-tetramethyl-chroman-4-one). The yield is 70.0%. As a reaction SMILES: [C:1]([C:4]1[C:9]([OH:10])=[C:8]([CH3:11])[C:7]([CH3:12])=[C:6]([OH:13])[C:5]=1[CH3:14])(=[O:3])[CH3:2].[CH3:15][O:16][CH:17]([O:21][CH3:22])[C:18](=O)[CH3:19].N1CCCC1>C1(C)C=CC=CC=1>[CH3:15][O:16][CH:17]([O:21][CH3:22])[C:18]1([CH3:19])[CH2:2][C:1](=[O:3])[C:4]2[C:9](=[C:8]([CH3:11])[C:7]([CH3:12])=[C:6]([OH:13])[C:5]=2[CH3:14])[O:10]1. Procedure details: 15.0 g (77 mmoles) of acetyl-trimethylhydroquinone, 10.5 g (89 mmoles) of 1,1-dimethoxy-propan-2-one and 9.30 g (131 mmoles) of pyrrolidine were reacted in toluene solution by a method similar to that of Example 1 to give the above product. Boiling point: 165°-170° C./6.10-5 mbar (bulb tube); yield: 70%. RXN SMILES: [OH:1][CH2:2][CH2:3][C:4]1[N:5]([CH2:9][CH2:10][CH2:11][CH2:12][C:13]2[CH:18]=[CH:17][C:16]([OH:19])=[CH:15][CH:14]=2)[CH:6]=[CH:7][N:8]=1.Cl[CH2:21][C:22]1[N:23]=[C:24](/[CH:27]=[CH:28]/[C:29]2[CH:34]=[CH:33][CH:32]=[C:31]([CH3:35])[CH:30]=2)[O:25][CH:26]=1>>[CH3:35][C:31]1[CH:30]=[C:29](/[CH:28]=[CH:27]/[C:24]2[O:25][CH:26]=[C:22]([CH2:21][O:19][C:16]3[CH:15]=[CH:14][C:13]([CH2:12][CH2:11][CH2:10][CH2:9][N:5]4[CH:6]=[CH:7][N:8]=[C:4]4[CH2:3][CH2:2][OH:1])=[CH:18][CH:17]=3)[N:23]=2)[CH:34]=[CH:33][CH:32]=1. Starting materials: OCCC=1N(C=CN1)CCCCC1=CC=C(C=C1)O (4-[4-[2-(2-hydroxyethyl)-1H-imidazol-1-yl]butyl]phenol), ClCC=1N=C(OC1)\C=C\C1=CC(=CC=C1)C ((E)-4-chloromethyl-2-[2-(3-methylphenyl)ethenyl]oxazole). Reported procedure: Using 4-[4-[2-(2-hydroxyethyl)-1H-imidazol-1-yl]butyl]phenol (260 mg) and (E)-4-chloromethyl-2-[2-(3-methylphenyl)ethenyl]oxazole (257 mg), the same reaction as Example 1 was carried out to yield the titled compound (290 mg) as colorless crystals. Product: CC=1C=C(C=CC1)/C=C/C=1OC=C(N1)COC1=CC=C(C=C1)CCCCN1C(=NC=C1)CCO (2-[1-[4-[4-[[2-[(E)-2-(3-methylphenyl)ethenyl]-1,3-oxazol-4-yl]methoxy]phenyl]butyl]-1H-imidazol-2-yl]-1-ethanol). Yield: 63.5%.